Task: describe an organic reaction: reactants, conditions, products, and yield. Dataset: the Open Reaction Database (ORD), a public repository of structured organic reaction records Reported procedure: To a 3 ml dichloromethane solution of 120 mg (0.228 mmol) of the compound obtained in Example 223, 50 μl (0.456 mmol) of 1-chloroethyl chloroformate was added, and the mixture was stirred at room temperature for 4 hours. Further, 50 μl (0.456 mmol) of 1-chloroethyl chloroformate and 3 ml of 1,2-dichloroethane were added, and the mixture was heated under reflux for 5 hours. Then, the reaction mixture was distilled under reduced pressure, 3 ml of methanol was added to the residue, and the mixture ... The yield is 62.3%. Yields the product C1(CCCCC1)N1N=C(C=2N=C(NC(C21)=O)C2=C(C=C(C=C2)NC2CCNCC2)OC)C (1-Cyclohexyl-5-[2-methoxy-4-(4-piperidinylamino)phenyl]-3-methyl-1,6-dihydro-7H-pyrazolo[4,3-d]pyrimidin-7-one). Conditions: time 4 hour. The solvent is ClCCCl (1,2-dichloroethane). Reaction SMILES: ClCCl.C([N:11]1[CH2:16][CH2:15][CH:14]([NH:17][C:18]2[CH:23]=[CH:22][C:21]([C:24]3[NH:25][C:26](=[O:40])[C:27]4[N:32]([CH:33]5[CH2:38][CH2:37][CH2:36][CH2:35][CH2:34]5)[N:31]=[C:30]([CH3:39])[C:28]=4[N:29]=3)=[C:20]([O:41][CH3:42])[CH:19]=2)[CH2:13][CH2:12]1)C1C=CC=CC=1.ClC(OC(Cl)C)=O>ClCCCl>[CH:33]1([N:32]2[C:27]3[C:26](=[O:40])[NH:25][C:24]([C:21]4[CH:22]=[CH:23][C:18]([NH:17][CH:14]5[CH2:15][CH2:16][NH:11][CH2:12][CH2:13]5)=[CH:19][C:20]=4[O:41][CH3:42])=[N:29][C:28]=3[C:30]([CH3:39])=[N:31]2)[CH2:34][CH2:35][CH2:36][CH2:37][CH2:38]1. Reactants: ClCCl (dichloromethane), C(C1=CC=CC=C1)N1CCC(CC1)NC1=CC(=C(C=C1)C=1NC(C2=C(N1)C(=NN2C2CCCCC2)C)=O)OC (5-{4-[(1-Benzyl-4-piperidinyl)amino]-2-methoxyphenyl}-1-cyclohexyl-3-methyl-1,6-dihydro-7H-pyrazolo[4,3-d]pyrimidin-7-one), ClC(=O)OC(C)Cl (1-chloroethyl chloroformate), ClC(=O)OC(C)Cl (1-chloroethyl chloroformate). Starting materials: N(O)=C1CCN2C1=CC=1C=CC=CC21 (2,3-Dihydro-1-oximino-1H-pyrrolo[1,2-a]indole), Cl (HCl). Solvent: C1CCOC1 (THF), CCO (EtOH). Conditions: temperature 0 celsius, time 15 minute. Product: N(O)C1CCN2C1=CC=1C=CC=CC21 (2,3-Dihydro-1-hydroxamino-1H-pyrrolo[1,2-a]indole). RXN SMILES: [N:1](=[C:3]1[C:7]2=[CH:8][C:9]3[CH:10]=[CH:11][CH:12]=[CH:13][C:14]=3[N:6]2[CH2:5][CH2:4]1)[OH:2].Cl>C1COCC1.CCO>[NH:1]([CH:3]1[C:7]2=[CH:8][C:9]3[CH:10]=[CH:11][CH:12]=[CH:13][C:14]=3[N:6]2[CH2:5][CH2:4]1)[OH:2]. Procedure details: To a suspension of the oxime from Step 1 (2.5 g, 13.4 mmol) in THF (30 mL) and EtOH (30 mL), at 0° C. there was added pyridine-borane complex (3.12 g, 33.6 mmol) and then, slowly, 12N aqueous HCl (3.9 mL, 47 mmol). The mixture was stirred at 0° C. for 15 minutes, then at r.t. for 20 hours. The solvents were evaporated and the residue dissolved in H2O (100 mL) and extracted with EtOAc (2×20 mL). The aqueous fraction was then brought to pH 8 with 2.5N aqueous NaOH and the precipitate filtered to a... Starting materials: COC(C1=CC(=C(C=C1)C)C(C)=O)=S (3-acetyl4-methylthiobenzoic acid methyl ester), [OH-].[Na+] (sodium hydroxide). Solvent: O.CO (water methanol). Reaction conditions: time 6 hour. Product: C(C)(=O)C=1C=C(C(=S)O)C=CC1C (3-acetyl-4-methylthiobenzoic acid). Yield: 79.8%. As a reaction SMILES: C[O:2][C:3](=[S:14])[C:4]1[CH:9]=[CH:8][C:7]([CH3:10])=[C:6]([C:11](=[O:13])[CH3:12])[CH:5]=1.[OH-].[Na+]>O.CO>[C:11]([C:6]1[CH:5]=[C:4]([CH:9]=[CH:8][C:7]=1[CH3:10])[C:3]([OH:2])=[S:14])(=[O:13])[CH3:12] |f:1.2,3.4|. Procedure details: 3-acetyl4-methylthiobenzoic acid methyl ester (0.43 g) in water:methanol (1:3, 290 ml) containing sodium hydroxide (0.2 g) was stirred for 6 h. Methanol was removed at reduced pressure and the solution acidified with conc. hydrochloric acid to give 3-acetyl-4-methylthiobenzoic acid (0.32 g) after filtration. m/z (API+): 211 (MH+). Starting materials: O1CCNC(C2=C1C=CC=C2)=O (2,3,4,5-tetrahydro-1,4-benzoxazepin-5-one), [N+](=O)([O-])[O-].[K+] (potassium nitrate), ice. Solvent: S(O)(O)(=O)=O (sulfuric acid). Run at temperature 0 celsius, time 20 minute. Product: [N+](=O)([O-])C=1C=CC2=C(C(NCCO2)=O)C1 (7-Nitro-2,3,4,5-tetrahydro-1,4-benzoxazepin-5-one). The yield is 22.2%. Reaction SMILES: [O:1]1[C:7]2[CH:8]=[CH:9][CH:10]=[CH:11][C:6]=2[C:5](=[O:12])[NH:4][CH2:3][CH2:2]1.[N+:13]([O-])([O-:15])=[O:14].[K+]>S(=O)(=O)(O)O>[N+:13]([C:10]1[CH:9]=[CH:8][C:7]2[O:1][CH2:2][CH2:3][NH:4][C:5](=[O:12])[C:6]=2[CH:11]=1)([O-:15])=[O:14] |f:1.2|. Procedure: To 2,3,4,5-tetrahydro-1,4-benzoxazepin-5-one (30.34 g, 190 mmol) in conc. sulfuric acid (600 ml) at 0° C. was added potassium nitrate (20.82 g, 206 mmol) portionwise. The mixture was stirred for 20 minutes at 0° C. and then for 4 h at room temperature. The mixture was poured onto ice (21) and the solids were collected by filtration. The solids were taken up in hot ethyl acetate and then cooled to yield the title compound (8.79 g, 22%), MS m/z 209 [M+H]+.